Task: describe an organic reaction: reactants, conditions, products, and yield. Dataset: the Open Reaction Database (ORD), a public repository of structured organic reaction records Reactants: CC1(C2C(C=3C(=CC=4C(=NON4)C3)O1)O2)C (7,8-dihydro-6,6-dimethyl-7,8-epoxy-6H-pyrano [2,3-f] benzo-2,1,3-oxadiazole), N1CCCC1 (pyrrolidine). Run in C(C)O (ethanol). Run at time 31 hour. Product: CC1(C(C(C=2C(=CC=3C(=NON3)C2)O1)N1CCCC1)O)C (7,8-dihydro-6,6-dimethyl-7-hydroxy-8-pyrrolidino-6H-pyrano [2,3-f] benzo-2,1,3-oxadiazole). The yield is 60.0%. RXN SMILES: [CH3:1][C:2]1([CH3:16])[O:14][C:6]2=[CH:7][C:8]3[C:9]([CH:13]=[C:5]2[CH:4]2[O:15][CH:3]12)=[N:10][O:11][N:12]=3.[NH:17]1[CH2:21][CH2:20][CH2:19][CH2:18]1>C(O)C>[CH3:1][C:2]1([CH3:16])[O:14][C:6]2=[CH:7][C:8]3[C:9]([CH:13]=[C:5]2[CH:4]([N:17]2[CH2:21][CH2:20][CH2:19][CH2:18]2)[CH:3]1[OH:15])=[N:10][O:11][N:12]=3. Procedure: A mixture of 150 mg (0.687 m mol) of 7,8-dihydro-6,6-dimethyl-7,8-epoxy-6H-pyrano [2,3-f] benzo-2,1,3-oxadiazole, 63 μl (0.756 m mol) of pyrrolidine and 2 ml of ethanol was refluxed with stirring for 31 hours. After the solvent was distilled off, the residue was subjected to a preparative silica gel thin layer chromatography using a developing solvent of ethyl acetate-methanol (1:1 (v/v)) to obtain 120 mg (yield: 60%) of the intended compound. A part of the obtained compound was dissolved in dry...